Dataset: the Open Reaction Database (ORD), a public repository of structured organic reaction records. Task: describe an organic reaction: reactants, conditions, products, and yield Reactants: Br, O=C(O)C1CN(C(=O)OCc2ccccc2)CCN1C(=O)N(c1ccccc1)c1cc(Cl)cc(Cl)c1, CC(=O)O. Yields the product O=C(O)C1CNCCN1C(=O)N(c1ccccc1)c1cc(Cl)cc(Cl)c1. Reaction SMILES: [BrH:37].[CH2:1]([O:2][C:3](=[O:4])[N:11]1[CH2:12][CH:13]([C:34](=[O:35])[OH:36])[N:14]([C:17]([N:18]([c:19]2[cH:20][cH:21][cH:22][cH:23][cH:24]2)[c:25]2[cH:26][c:27]([Cl:32])[cH:28][c:29]([Cl:31])[cH:30]2)=[O:33])[CH2:15][CH2:16]1)[c:5]1[cH:6][cH:7][cH:8][cH:9][cH:10]1.[CH3:38][C:39](=[O:40])[OH:41]>>[NH:11]1[CH2:12][CH:13]([C:34](=[O:35])[OH:36])[N:14]([C:17]([N:18]([c:19]2[cH:20][cH:21][cH:22][cH:23][cH:24]2)[c:25]2[cH:26][c:27]([Cl:32])[cH:28][c:29]([Cl:31])[cH:30]2)=[O:33])[CH2:15][CH2:16]1.